Dataset: the Open Reaction Database (ORD), a public repository of structured organic reaction records. Task: describe an organic reaction: reactants, conditions, products, and yield Yields the product CNCc1cc2cc(Nc3nc(N)n(C(=O)c4cccc(C)c4)n3)ccc2o1. As a reaction SMILES: [CH2:62]1[O:63][CH2:64][CH2:65][CH2:66]1.[CH3:67][CH2:68][O:69][C:70](=[O:71])[CH3:72].[NH2:31][c:32]1[n:33][c:34]([NH:46][c:47]2[cH:48][cH:49][c:50]3[c:51]([cH:52][c:53]([CH2:55][N:56]([CH3:57])[CH2:58][CH:59]=[CH2:60])[o:54]3)[cH:61]2)[n:35][n:36]1[C:37](=[O:38])[c:39]1[cH:40][c:41]([CH3:45])[cH:42][cH:43][cH:44]1.[c:1]1([P:2]([c:3]2[cH:4][cH:5][cH:6][cH:7][cH:8]2)[CH2:9][CH2:10][CH2:11][CH2:12][P:13]([c:14]2[cH:15][cH:16][cH:17][cH:18][cH:19]2)[c:20]2[cH:21][cH:22][cH:23][cH:24][cH:25]2)[cH:26][cH:27][cH:28][cH:29][cH:30]1>>[NH2:31][c:32]1[n:33][c:34]([NH:46][c:47]2[cH:48][cH:49][c:50]3[c:51]([cH:52][c:53]([CH2:55][NH:56][CH3:57])[o:54]3)[cH:61]2)[n:35][n:36]1[C:37](=[O:38])[c:39]1[cH:40][c:41]([CH3:45])[cH:42][cH:43][cH:44]1. Reactants: C1CCOC1, CCOC(C)=O, C=CCN(C)Cc1cc2cc(Nc3nc(N)n(C(=O)c4cccc(C)c4)n3)ccc2o1, c1ccc(P(CCCCP(c2ccccc2)c2ccccc2)c2ccccc2)cc1. Reactants: [BH4-], O=C(c1ccc(Br)cc1)C(F)F, C1CCOC1, F, [Na+]. Product: OC(c1ccc(Br)cc1)C(F)F. As a reaction SMILES: [BH4-:14].[Br:1][c:2]1[cH:3][cH:4][c:5]([C:8]([CH:9]([F:10])[F:11])=[O:12])[cH:6][cH:7]1.[CH2:16]1[O:17][CH2:18][CH2:19][CH2:20]1.[F:13].[Na+:15]>>[Br:1][c:2]1[cH:3][cH:4][c:5]([CH:8]([CH:9]([F:10])[F:11])[OH:12])[cH:6][cH:7]1.